describe an organic reaction: reactants, conditions, products, and yield From a dataset of the Open Reaction Database (ORD), a public repository of structured organic reaction records. Procedure details: To a mixture of 4-(4-chloromethylphenoxymethyl)-5-methyl-2-phenyloxazole (1.00 g), methyl 2-(2-ethoxy-5-hydroxyphenyl)acetate (0.60 g) and N, N-dimethylformamide (30 mL) was added sodium hydride (60%, oil, 0.14 g) under ice-cooling, and the mixture was stirred at room temperature for 2 hrs. The reaction mixture was poured into water and extracted with ethyl acetate. The organic layer was washed with saturated brine, and dried over anhydrous magnesium sulfate. After concentration of the organic l... Run in O (water). The yield is 50.3%. Reaction conditions: time 2 hour. RXN SMILES: Cl[CH2:2][C:3]1[CH:22]=[CH:21][C:6]([O:7][CH2:8][C:9]2[N:10]=[C:11]([C:15]3[CH:20]=[CH:19][CH:18]=[CH:17][CH:16]=3)[O:12][C:13]=2[CH3:14])=[CH:5][CH:4]=1.[CH2:23]([O:25][C:26]1[CH:31]=[CH:30][C:29]([OH:32])=[CH:28][C:27]=1[CH2:33][C:34]([O:36][CH3:37])=[O:35])[CH3:24].CN(C)C=O.[H-].[Na+]>O>[CH3:37][O:36][C:34](=[O:35])[CH2:33][C:27]1[CH:28]=[C:29]([O:32][CH2:2][C:3]2[CH:22]=[CH:21][C:6]([O:7][CH2:8][C:9]3[N:10]=[C:11]([C:15]4[CH:20]=[CH:19][CH:18]=[CH:17][CH:16]=4)[O:12][C:13]=3[CH3:14])=[CH:5][CH:4]=2)[CH:30]=[CH:31][C:26]=1[O:25][CH2:23][CH3:24] |f:3.4|. Product: COC(CC1=C(C=CC(=C1)OCC1=CC=C(C=C1)OCC=1N=C(OC1C)C1=CC=CC=C1)OCC)=O (methyl-2-[2-ethoxy-5-[4-[(5-methyl-2-phenyl-4-oxazolyl)methoxy]benzyloxy]phenyl]acetate). Starting materials: ClCC1=CC=C(OCC=2N=C(OC2C)C2=CC=CC=C2)C=C1 (4-(4-chloromethylphenoxymethyl)-5-methyl-2-phenyloxazole), C(C)OC1=C(C=C(C=C1)O)CC(=O)OC (methyl 2-(2-ethoxy-5-hydroxyphenyl)acetate), CN(C=O)C (N, N-dimethylformamide), [H-].[Na+] (sodium hydride). The yield is 16.9%. Run at time 3 hour. Procedure details: Boron tribromide (8.8 g) was added dropwise to a solution of 6-fluoro-7-methoxy-2-(4-pyridinylamino)-1,2,3,4-tetrahydroisoquinoline (2.9 g) in dichloromethane (200 mL) at -78° C. The dry ice bath was removed, and the suspension was stirred at ambient temperature for 3 hrs. The reaction mixture was cooled to -78° C., and methanol (100 mL) was added. The mixture was stirred at ambient temperature for 1 hr and concentrated in vacuo. The residue was washed with methanol/ethyl ether and recrystallize... Solvent: ClCCl (dichloromethane). As a reaction SMILES: B(Br)(Br)[Br:2].[F:5][C:6]1[CH:7]=[C:8]2[C:13](=[CH:14][C:15]=1[O:16]C)[CH2:12][N:11]([NH:18][C:19]1[CH:24]=[CH:23][N:22]=[CH:21][CH:20]=1)[CH2:10][CH2:9]2>ClCCl>[BrH:2].[F:5][C:6]1[CH:7]=[C:8]2[C:13](=[CH:14][C:15]=1[OH:16])[CH2:12][N:11]([NH:18][C:19]1[CH:20]=[CH:21][N:22]=[CH:23][CH:24]=1)[CH2:10][CH2:9]2 |f:3.4|. The product is Br.FC=1C=C2CCN(CC2=CC1O)NC1=CC=NC=C1 (6-Fluoro-2-(4-pyridinylamino)-1,2,3,4-tetrahydroisoquinolin-7-ol hydrobromide). The reactants are B(Br)(Br)Br (Boron tribromide), FC=1C=C2CCN(CC2=CC1OC)NC1=CC=NC=C1 (6-fluoro-7-methoxy-2-(4-pyridinylamino)-1,2,3,4-tetrahydroisoquinoline). Reactants: C(CCC)(=O)C(C(=O)OCC)=CNC1=C(C=CC=C1)CO (Ethyl 2-butyryl-3-(2-(hydroxymethyl)phenylamino)-acrylate), C(C1=CC=C(C=C1)OC)(=O)Cl (p-anisoyl chloride). Run in N1=CC=CC=C1 (pyridine). Conditions: time 16 hour. Yields the product C(CCC)(=O)C(C(=O)OCC)=CNC1=C(C=CC=C1)COC(C1=CC=C(C=C1)OC)=O (ethyl 2-butyryl-3-(2-(4-methoxybenzoyloxymethyl)phenylamino)acrylate). The yield is 57.8%. As a reaction SMILES: [C:1]([C:6](=[CH:12][NH:13][C:14]1[CH:19]=[CH:18][CH:17]=[CH:16][C:15]=1[CH2:20][OH:21])[C:7]([O:9][CH2:10][CH3:11])=[O:8])(=[O:5])[CH2:2][CH2:3][CH3:4].[C:22](Cl)(=[O:31])[C:23]1[CH:28]=[CH:27][C:26]([O:29][CH3:30])=[CH:25][CH:24]=1>N1C=CC=CC=1>[C:1]([C:6](=[CH:12][NH:13][C:14]1[CH:19]=[CH:18][CH:17]=[CH:16][C:15]=1[CH2:20][O:21][C:22](=[O:31])[C:23]1[CH:28]=[CH:27][C:26]([O:29][CH3:30])=[CH:25][CH:24]=1)[C:7]([O:9][CH2:10][CH3:11])=[O:8])(=[O:5])[CH2:2][CH2:3][CH3:4]. Procedure details: Ethyl 2-butyryl-3-(2-(hydroxymethyl)phenylamino)-acrylate (14.6 g, 50 mmol) was dissolved in pyridine (50 ml), cooled in ice, and p-anisoyl chloride (12.8 g, 75 mmol), added dropwise. The mixture was stirred 16 hours with warming to room temperature, then evaporated, taken up in dichloromethane, washed with aqueous sodium bicarbonate, dried and evaporated. Crystallization from ether gave ethyl 2-butyryl-3-(2-(4-methoxybenzoyloxymethyl)phenylamino)acrylate (12.3 g, 58%). Starting materials: CCOC(=O)c1cn2cc(C#C[Si](C)(C)C)ccc2n1, CCCC[N+](CCCC)(CCCC)CCCC, [F-], C1CCOC1, O. The product is C#Cc1ccc2nc(C(=O)OCC)cn2c1. RXN SMILES: [CH3:1][Si:2]([CH3:3])([CH3:4])[C:5]#[C:6][c:7]1[cH:8][cH:9][c:10]2[n:11]([cH:12]1)[cH:13][c:14]([C:16](=[O:17])[O:18][CH2:19][CH3:20])[n:15]2.[CH3:22][CH2:23][CH2:24][CH2:25][N+:26]([CH2:27][CH2:28][CH2:29][CH3:30])([CH2:31][CH2:32][CH2:33][CH3:34])[CH2:35][CH2:36][CH2:37][CH3:38].[F-:21].[O:40]1[CH2:41][CH2:42][CH2:43][CH2:44]1.[OH2:39]>>[CH:5]#[C:6][c:7]1[cH:8][cH:9][c:10]2[n:11]([cH:12]1)[cH:13][c:14]([C:16](=[O:17])[O:18][CH2:19][CH3:20])[n:15]2. Starting materials: [H-].[H-].[H-].[H-].[Li+].[Al+3] (LiAlH4), O=S1(NC2N(C3=C1C=C(C=C3)OC3=CC=C(C=C3)C(C#N)C)CCC2)=O (2-{4-[(5,5-Dioxido-2,3,3a,4-tetrahydro-1H-pyrrolo[2,1-c][1,2,4]benzothiadiazin-7-yl)oxy]phenyl}propanenitrile), [H-] (hydride), [Na+].[Cl-] (NaCl). The solvent is C1CCOC1 (THF). Reaction conditions: time 3 hour. The product is O=S1(NC2N(C3=C1C=C(C=C3)OC3=CC=C(C=C3)C(CN)C)CCC2)=O ((2-{4-[(5,5-Dioxido-2,3,3a,4-tetrahydro-1H-pyrrolo[2,1-c][1,2,4]benzothiadiazin-7-yl)oxy]phenyl}propyl)amine). RXN SMILES: [H-].[H-].[H-].[H-].[Li+].[Al+3].[O:7]=[S:8]1(=[O:32])[C:13]2[CH:14]=[C:15]([O:18][C:19]3[CH:24]=[CH:23][C:22]([CH:25]([CH3:28])[C:26]#[N:27])=[CH:21][CH:20]=3)[CH:16]=[CH:17][C:12]=2[N:11]2[CH2:29][CH2:30][CH2:31][CH:10]2[NH:9]1.[H-].[Na+].[Cl-]>C1COCC1>[O:32]=[S:8]1(=[O:7])[C:13]2[CH:14]=[C:15]([O:18][C:19]3[CH:24]=[CH:23][C:22]([CH:25]([CH3:28])[CH2:26][NH2:27])=[CH:21][CH:20]=3)[CH:16]=[CH:17][C:12]=2[N:11]2[CH2:29][CH2:30][CH2:31][CH:10]2[NH:9]1 |f:0.1.2.3.4.5,8.9|. Reported procedure: 200 mg (5.25 mmol) of LiAlH4, in small portions, are added to a solution containing 485 mg (1.31 mmol) of the compound of Step A above in 15 ml of THF. After reacting for 3 hours, the excess hydride is hydrolysed by dropwise addition of saturated aqueous NaCl solution. The reaction mixture is filtered, the solid is rinsed several times with THF and the filtrate is evaporated to yield a white meringue corresponding to the title compound. Reactants: CCN(CC)Cc1nn2cc(-c3ccccc3)nc2s1, CN(C)C=O, [Na+], [OH-], O, O=P(Cl)(Cl)Cl. Product: CCN(CC)Cc1nn2c(C=O)c(-c3ccccc3)nc2s1. Reaction SMILES: [CH2:11]([CH3:12])[N:13]([CH2:14][CH3:15])[CH2:16][c:17]1[n:18][n:19]2[c:20]([s:21]1)[n:22][c:23](-[c:25]1[cH:26][cH:27][cH:28][cH:29][cH:30]1)[cH:24]2.[CH3:6][N:7]([CH:8]=[O:9])[CH3:10].[Na+:32].[OH-:31].[OH2:33].[P:1]([Cl:2])([Cl:3])([Cl:4])=[O:5]>>[CH:8](=[O:9])[c:24]1[n:19]2[n:18][c:17]([CH2:16][N:13]([CH2:11][CH3:12])[CH2:14][CH3:15])[s:21][c:20]2[n:22][c:23]1-[c:25]1[cH:26][cH:27][cH:28][cH:29][cH:30]1. Reported procedure: 2.5 g of teicoplanin complex (i.e. the antibiotic complex containing teichomycin factors A1, A2 and A3, as obtained by fermentation of strain ATCC 31121 according to U.S. Pat. No. 4,239,751, the water content determined by Karl-Fischer method is 13.5% by weight) is suspended in 50 ml of trichloroethanol and the mixture is stirred at 90° C. for 12 hours while continuously bubbling anhydrous hydrogen chloride. The reaction mixture is then worked up as in Example 11 yielding 700 mg of substantially... Product: CC(=O)N[C@H]1[C@H]([C@@H]([C@@H](O[C@H]1OC2=C3C=C4C=C2OC=5C=CC(=CC5Cl)[C@H]([C@H]6C(=O)N[C@@H](C=7C=C(C=C(C7C=8C=C(C=CC8O)[C@H](C(=O)N6)NC(=O)[C@@H]4NC(=O)[C@@H]9C1=CC(=CC(=C1)OC=1C=C(C=CC1O)[C@H](C(=O)N[C@H](CC=1C=CC(=C(C1)Cl)O3)C(=O)N9)N)O)O[C@@H]1[C@H]([C@@H]([C@@H]([C@H](O1)CO)O)O)O)O)C(=O)O)O[C@H]1[C@H]([C@H]([C@@H]([C@@H](O1)CO)O)O)NC(=O)C)CO)O)O (teicoplanin). The solvent is C(C(Cl)Cl)(O)Cl (trichloroethanol). Reactants: CCCCCCCCCC(=O)N[C@@H]1[C@H]([C@@H]([C@H](O[C@H]1OC2=C3C=C4C=C2OC5=C(C=C(C=C5)[C@H]([C@H]6C(=O)N[C@H](C7=CC(=CC(=C7C8=C(C=CC(=C8)[C@H](C(=O)N6)NC(=O)[C@@H]4NC(=O)[C@@H]9C1=CC(=CC(=C1)O)OC1=C(C=CC(=C1)[C@H](C(=O)N[C@H](CC1=CC(=C(O3)C=C1)Cl)C(=O)N9)N)O)O)O[C@@H]1[C@H]([C@H]([C@@H]([C@H](O1)CO)O)O)O)O)C(=O)O)O[C@H]1[C@@H]([C@H]([C@@H]([C@H](O1)CO)O)O)NC(=O)C)Cl)CO)O)O (teichomycin), A1, A2, A3, O (water), Cl (hydrogen chloride). As a reaction SMILES: CCCCCCCC[CH2:9][C:10]([NH:12][C@H:13]1[C@H:18]([O:19][C:20]2[C:25]3[O:26][C:27]4[CH:32]=[CH:31][C:30]([C@@H:33]([O:113][C@@H:114]5[O:119][C@H:118]([CH2:120][OH:121])[C@@H:117]([OH:122])[C@H:116]([OH:123])[C@H:115]5[NH:124][C:125]([CH3:127])=[O:126])[C@@H:34]5[NH:54][C:52](=[O:53])[C@H:51]([NH:55][C:56]([C@@H:58]6[NH:59][C:60]([C@H:62]7[NH:93][C:91](=[O:92])[C@@H:81]([CH2:82][C:83]8[CH:89]=[CH:88][C:86]([O:87][C:21]=2[CH:22]=[C:23]6[CH:24]=3)=[C:85]([Cl:90])[CH:84]=8)[NH:80][C:78](=[O:79])[C@H:77]([NH2:94])[C:75]2=[CH:76][C:71](=[C:72]([OH:95])[CH:73]=[CH:74]2)[O:70][C:65]2=[CH:66][C:67]([OH:69])=[CH:68][C:63]7=[CH:64]2)=[O:61])=[O:57])[C:49]2=[CH:50][C:45](=[C:46]([OH:96])[CH:47]=[CH:48]2)[C:44]2[C:39](=[CH:40][C:41]([OH:109])=[CH:42][C:43]=2[O:97][C@H:98]2[O:103][C@H:102]([CH2:104][OH:105])[C@@H:101]([OH:106])[C@H:100]([OH:107])[C@@H:99]2[OH:108])[C@H:38]([C:110]([OH:112])=[O:111])[NH:37][C:35]5=[O:36])=[CH:29][C:28]=4[Cl:128])[O:17][C@H:16]([CH2:129][OH:130])[C@@H:15]([OH:131])[C@@H:14]1[OH:132])=[O:11].O.Cl>C(Cl)(O)C(Cl)Cl>[CH3:9][C:10]([NH:12][C@@H:13]1[C@H:18]([O:19][C:20]2[C:25]3[O:26][C:27]4[CH:32]=[CH:31][C:30]([C@@H:33]([O:113][C@@H:114]5[O:119][C@@H:118]([CH2:120][OH:121])[C@@H:117]([OH:122])[C@H:116]([OH:123])[C@@H:115]5[NH:124][C:125]([CH3:127])=[O:126])[C@@H:34]5[NH:54][C:52](=[O:53])[C@H:51]([NH:55][C:56]([C@@H:58]6[NH:59][C:60]([C@H:62]7[NH:93][C:91](=[O:92])[C@@H:81]([CH2:82][C:83]8[CH:89]=[CH:88][C:86]([O:87][C:21]=2[CH:22]=[C:23]6[CH:24]=3)=[C:85]([Cl:90])[CH:84]=8)[NH:80][C:78](=[O:79])[C@H:77]([NH2:94])[C:75]2[CH:74]=[CH:73][C:72]([OH:95])=[C:71]([CH:76]=2)[O:70][C:65]2=[CH:64][C:63]7=[CH:68][C:67]([OH:69])=[CH:66]2)=[O:61])=[O:57])[C:49]2[CH:48]=[CH:47][C:46]([OH:96])=[C:45]([CH:50]=2)[C:44]2[C:43]([O:97][C@H:98]3[O:103][C@H:102]([CH2:104][OH:105])[C@@H:101]([OH:106])[C@@H:100]([OH:107])[C@@H:99]3[OH:108])=[CH:42][C:41]([OH:109])=[CH:40][C:39]=2[C@@H:38]([C:110]([OH:112])=[O:111])[NH:37][C:35]5=[O:36])=[CH:29][C:28]=4[Cl:128])[O:17][C@@H:16]([CH2:129][OH:130])[C@@H:15]([OH:131])[C@@H:14]1[OH:132])=[O:11]. Reactants: O=C1CCC(=O)N1Br, ClC(Cl)(Cl)Cl, Cc1cc(C(F)(F)F)cc(Cl)n1, CC(C)(C#N)N=NC(C)(C)C#N. Product: FC(F)(F)c1cc(Cl)nc(CBr)c1. RXN SMILES: [Br:13][N:14]1[C:15](=[O:16])[CH2:17][CH2:18][C:19]1=[O:20].[C:33]([Cl:34])([Cl:35])([Cl:36])[Cl:37].[Cl:1][c:2]1[n:3][c:4]([CH3:12])[cH:5][c:6]([C:8]([F:9])([F:10])[F:11])[cH:7]1.[N:21]([C:22]([CH3:23])([CH3:24])[C:25]#[N:26])=[N:27][C:28]([CH3:29])([CH3:30])[C:31]#[N:32]>>[Cl:1][c:2]1[n:3][c:4]([CH2:12][Br:13])[cH:5][c:6]([C:8]([F:9])([F:10])[F:11])[cH:7]1. The reactants are C(C)NC(NN)=S (4-ethyl-3-thiosemicarbazide), C(C)I (ethyl iodide). Run in C(C)O (ethanol). Yields the product I.C(C)N=C(NN)SC (Methyl N-ethylthiocarbazimidate hydroiodide). Reaction SMILES: [CH2:1]([NH:3][C:4](=[S:7])[NH:5][NH2:6])[CH3:2].[CH2:8]([I:10])C>C(O)C>[IH:10].[CH2:1]([N:3]=[C:4]([S:7][CH3:8])[NH:5][NH2:6])[CH3:2] |f:3.4|. Procedure: A stirred solution of 97.0 g. of 4-ethyl-3-thiosemicarbazide and 127.8 g. of ethyl iodide in 500 ml. of ethanol is heated under reflux for 18 hours. The reaction mixture is concentrated under reduced pressure, diluted with n-hexane and filtered, giving the desired product as a nearly colorless solid, m.p. 73°-74° C.